From a dataset of the Open Reaction Database (ORD), a public repository of structured organic reaction records. describe an organic reaction: reactants, conditions, products, and yield Reactants: S(=O)([O-])[O-].[Na+].[Na+] (sodium sulfite), [N+](=[N-])=C1N=C(C(=N1)C#N)C#N (2-diazo-4,5-dicyanoimidazole), NC=1NC(=C(N1)C#N)C#N (2-amino-4,5-dicyanoimidazole), Cl (hydrochloric acid), N(=O)[O-].[Na+] (sodium nitrite). The solvent is O (water), O (water), O (water). Conditions: time 1 hour. Product: N(=NC=1NC(=C(N1)C#N)C#N)C=1NC(=C(N1)C#N)C#N (2,2'-Azobis(4,5-imidazoledicarbonitrile)). RXN SMILES: [NH2:1][C:2]1[NH:3][C:4]([C:9]#[N:10])=[C:5]([C:7]#[N:8])[N:6]=1.Cl.N([O-])=O.[Na+].S([O-])([O-])=O.[Na+].[Na+].[N+:22](=[C:24]1[N:28]=[C:27]([C:29]#[N:30])[C:26]([C:31]#[N:32])=[N:25]1)=[N-]>O>[N:22]([C:24]1[NH:25][C:26]([C:31]#[N:32])=[C:27]([C:29]#[N:30])[N:28]=1)=[N:1][C:2]1[NH:3][C:4]([C:9]#[N:10])=[C:5]([C:7]#[N:8])[N:6]=1 |f:2.3,4.5.6|. Procedure: In a glass reactor 7.98 g (60 mmol) 2-amino-4,5-dicyanoimidazole was dissolved in 200 ml water plus 45 ml conc. hydrochloric acid. At 0° the stirred solution was diazotized over ~ 10 minutes by the slow addition of 6.0 g sodium nitrite dissolved in 15 ml water. The mixture was stirred for 1 hour at 0° to insure complete reaction. Then 7.52 g (60 mmol) anhydrous sodium sulfite dissolved in ~40 ml of water was added at once to the vigorously stirred suspension of 2-diazo-4,5-dicyanoimidazole. The ...